This data is from the Open Reaction Database (ORD), a public repository of structured organic reaction records. The task is: describe an organic reaction: reactants, conditions, products, and yield Reactants: ClC=1C2=C(C(=NC1N[C@H]1[C@H](CCCC1)NC(OC(C)(C)C)=O)NC=1C=C(C=CC1)C)C(NC2)=O (tert-butyl (1S,2R)-2-(7-chloro-3-oxo-4-(m-tolylamino)-2,3-dihydro-1H-pyrrolo[3,4-c]pyridin-6-ylamino)cyclohexylcarbamate), FC(C(=O)O)(F)F (trifluoroacetic acid). The solvent is C(Cl)Cl (DCM). Conditions: time 1 hour. Product: C(=O)(C(F)(F)F)O (TFA), N[C@@H]1[C@@H](CCCC1)NC1=C(C2=C(C(=N1)NC=1C=C(C=CC1)C)C(NC2)=O)Cl (6-((1R,2S)-2-Aminocyclohexylamino)-7-chloro-4-(m-tolylamino)-1H-pyrrolo[3,4-c]pyridin-3(2H)-one). Yield: 61.9%. As a reaction SMILES: [Cl:1][C:2]1[C:3]2[CH2:33][NH:32][C:31](=[O:34])[C:4]=2[C:5]([NH:23][C:24]2[CH:25]=[C:26]([CH3:30])[CH:27]=[CH:28][CH:29]=2)=[N:6][C:7]=1[NH:8][C@@H:9]1[CH2:14][CH2:13][CH2:12][CH2:11][C@@H:10]1[NH:15]C(=O)OC(C)(C)C.[F:35][C:36]([F:41])([F:40])[C:37]([OH:39])=[O:38]>C(Cl)Cl>[C:37]([OH:39])([C:36]([F:41])([F:40])[F:35])=[O:38].[NH2:15][C@H:10]1[CH2:11][CH2:12][CH2:13][CH2:14][C@H:9]1[NH:8][C:7]1[N:6]=[C:5]([NH:23][C:24]2[CH:25]=[C:26]([CH3:30])[CH:27]=[CH:28][CH:29]=2)[C:4]2[C:31](=[O:34])[NH:32][CH2:33][C:3]=2[C:2]=1[Cl:1]. Reported procedure: To a solution of tert-butyl (1S,2R)-2-(7-chloro-3-oxo-4-(m-tolylamino)-2,3-dihydro-1H-pyrrolo[3,4-c]pyridin-6-ylamino)cyclohexylcarbamate (20 mg, 0.041 mmol) in DCM (0.8 mL) was added trifluoroacetic acid (0.31 mL). The reaction mixture was stirred at RT for 1 h, then concentrated to a brown residue which was diluted in MeOH (2 mL) and purified via preparative HPLC to give a TFA salt of the title compound as a fluffy white solid (12.3 mg, 61.9%). 1H NMR (400 MHz, DMSO-d6) δ ppm 8.85 (s, 1 H), 8.... Starting materials: CCOC(=O)CCCBr, [K+], [K+], O=C([O-])[O-], CN(C)C=O, Cc1cc(C)cc(-c2cc(C(=O)NCCCCCCCc3ccccc3)cc(-c3cc(C)cc(C)c3)c2O)c1. Product: CCOC(=O)CCCOc1c(-c2cc(C)cc(C)c2)cc(C(=O)NCCCCCCCc2ccccc2)cc1-c1cc(C)cc(C)c1. As a reaction SMILES: [CH2:46]([CH3:47])[O:48][C:49]([CH2:50][CH2:51][CH2:52][Br:53])=[O:54].[K+:40].[K+:41].[O-:42][C:43]([O-:44])=[O:45].[O:55]=[CH:56][N:57]([CH3:58])[CH3:59].[c:1]1([CH2:7][CH2:8][CH2:9][CH2:10][CH2:11][CH2:12][CH2:13][NH:14][C:15](=[O:16])[c:17]2[cH:18][c:19](-[c:32]3[cH:33][c:34]([CH3:39])[cH:35][c:36]([CH3:38])[cH:37]3)[c:20]([OH:31])[c:21](-[c:23]3[cH:24][c:25]([CH3:30])[cH:26][c:27]([CH3:29])[cH:28]3)[cH:22]2)[cH:2][cH:3][cH:4][cH:5][cH:6]1>>[c:1]1([CH2:7][CH2:8][CH2:9][CH2:10][CH2:11][CH2:12][CH2:13][NH:14][C:15](=[O:16])[c:17]2[cH:18][c:19](-[c:32]3[cH:33][c:34]([CH3:39])[cH:35][c:36]([CH3:38])[cH:37]3)[c:20]([O:31][CH2:52][CH2:51][CH2:50][C:49]([O:48][CH2:46][CH3:47])=[O:54])[c:21](-[c:23]3[cH:24][c:25]([CH3:30])[cH:26][c:27]([CH3:29])[cH:28]3)[cH:22]2)[cH:2][cH:3][cH:4][cH:5][cH:6]1. Reported procedure: The mixture of 100 g (4-amino-phenyl)-acetic acid and 200 ml acetanhydride is heated at the steam cone for 15 minutes and evaporated. The residue is stirred with 500 ml hot water until complete dissolution occurs. The solution is cooled and the precipitate formed filtered off, to yield the (4-acetamido-phenyl)acetic acid melting at 168°-170°. RXN SMILES: [NH2:1][C:2]1[CH:7]=[CH:6][C:5]([CH2:8][C:9]([OH:11])=[O:10])=[CH:4][CH:3]=1.[CH3:12][C:13](OC(C)=O)=[O:14]>>[C:13]([NH:1][C:2]1[CH:3]=[CH:4][C:5]([CH2:8][C:9]([OH:11])=[O:10])=[CH:6][CH:7]=1)(=[O:14])[CH3:12]. Yields the product C(C)(=O)NC1=CC=C(C=C1)CC(=O)O ((4-acetamido-phenyl)acetic acid). Starting materials: NC1=CC=C(C=C1)CC(=O)O ((4-amino-phenyl)-acetic acid), CC(=O)OC(=O)C (acetanhydride). The reactants are C(CCCCC)[C@@H]1C(O[C@H]1C[C@@H](CCC=C)O)=O ((S)-3-hexyl-(S)-4-[(R)-2-hydroxy-5-hexenyl)-2-oxetanone), C(=O)N[C@@H](CC(C)C)C(=O)O (N-formyl-L-leucine). The product is C(CCCCC)[C@H]1[C@@H](OC1=O)C[C@@H](CCCCCCCCCCC)OC([C@H](NC=O)CC(C)C)=O (N-formyl-D-leucine (R)-1-[[(2S,3S)-3-hexyl-4-oxo-2-oxetanyl]methyl]dodecyl ester). RXN SMILES: [CH2:1]([C@H:7]1[C@H:10]([CH2:11][C@H:12]([OH:17])[CH2:13][CH2:14][CH:15]=[CH2:16])[O:9][C:8]1=[O:18])[CH2:2][CH2:3][CH2:4][CH2:5][CH3:6].[CH:19]([NH:21][C@H:22]([C:27]([OH:29])=O)[CH2:23][CH:24]([CH3:26])[CH3:25])=[O:20]>>[CH2:1]([C@@H:7]1[C:8](=[O:18])[O:9][C@H:10]1[CH2:11][C@H:12]([O:17][C:27](=[O:29])[C@@H:22]([CH2:23][CH:24]([CH3:25])[CH3:26])[NH:21][CH:19]=[O:20])[CH2:13][CH2:14][CH2:15][CH2:16][CH2:8][CH2:7][CH2:1][CH2:2][CH2:3][CH2:4][CH3:5])[CH2:2][CH2:3][CH2:4][CH2:5][CH3:6]. Reported procedure: by esterifying (S)-3-hexyl-(S)-4-[(R)-2-hydroxy-5-hexenyl)-2-oxetanone with N-formyl-L-leucine there was obtained